Dataset: the Open Reaction Database (ORD), a public repository of structured organic reaction records. Task: describe an organic reaction: reactants, conditions, products, and yield Reactants: O (Water), O1CCC(CC1)O (tetrahydro-4H-pyran-4-ol), N1=CC=CC=C1 (pyridine), ClC(=O)OC1=CC=C(C=C1)[N+](=O)[O-] (p-nitrophenyl chloroformate). Run in C(Cl)Cl (CH2Cl2). Run at time 30 hour. The product is C(OC1=CC=C(C=C1)[N+](=O)[O-])(OC1CCOCC1)=O (4-nitrophenyl tetrahydropyran-4-yl carbonate). As a reaction SMILES: [O:1]1[CH2:6][CH2:5][CH:4]([OH:7])[CH2:3][CH2:2]1.N1C=CC=CC=1.Cl[C:15]([O:17][C:18]1[CH:23]=[CH:22][C:21]([N+:24]([O-:26])=[O:25])=[CH:20][CH:19]=1)=[O:16].O>C(Cl)Cl>[C:15](=[O:16])([O:7][CH:4]1[CH2:5][CH2:6][O:1][CH2:2][CH2:3]1)[O:17][C:18]1[CH:19]=[CH:20][C:21]([N+:24]([O-:26])=[O:25])=[CH:22][CH:23]=1. Reported procedure: To a solution of tetrahydro-4H-pyran-4-ol (408 mg, 102 mmol) and pyridine (632 mg, 19.1 mmol) in 15 mL of CH2Cl2 was added p-nitrophenyl chloroformate (968 mg, 102 mmol). The mixture was stirred at rt for 30 h. Water was added and the organic layer was separated, and washed with 5% aq. citric acid. The organic layer was treated with an aq. solution of ammonia (NH4OH/H2O: ¼ v/v) for 15 min. The organic layer was separated, washed with aq. sodium bicarbonate and brine. After the solvent was remove... Starting materials: CC[C@H]1CN2CC[C@H]1C[C@@H]2[C@H](C3=C4C=C(C=CC4=NC=C3)OC)OC5=NN=C(C6=CC=CC=C65)O[C@H]([C@H]7C[C@@H]8CCN7C[C@@H]8CC)C9=C1C=C(C=CC1=NC=C9)OC (AD-mix-β), O (H2O), ClC1=C(C(=CC2=CC=CC=C12)C)C=C (1-chloro-3-methyl-2-vinyl-naphthalene). Run in C(C)(=O)OCC (ethyl acetate), C(C)(C)(C)O (tert-butanol). Run at temperature 0 celsius, time 7 day. Yields the product ClC1=C(C(=CC2=CC=CC=C12)C)[C@H](CO)O ((R)-1-(1-chloro-3-methylnaphthalen-2-yl)ethane-1,2-diol). RXN SMILES: CC[C@@H]1[C@@H]2C[C@H]([C@@H](OC3C4C(=CC=CC=4)C(O[C@@H](C4C=CN=C5C=4C=C(OC)C=C5)[C@@H]4N5C[C@H](CC)[C@@H](CC5)C4)=NN=3)C3C=CN=C4C=3C=C([O:22]C)C=C4)N(CC2)C1.[OH2:59].[Cl:60][C:61]1[C:70]2[C:65](=[CH:66][CH:67]=[CH:68][CH:69]=2)[CH:64]=[C:63]([CH3:71])[C:62]=1[CH:72]=[CH2:73]>C(O)(C)(C)C.C(OCC)(=O)C>[Cl:60][C:61]1[C:70]2[C:65](=[CH:66][CH:67]=[CH:68][CH:69]=2)[CH:64]=[C:63]([CH3:71])[C:62]=1[C@@H:72]([OH:22])[CH2:73][OH:59]. Reported procedure: A biphasic mixture of AD-mix-β (45.7 g, excess) in tert-butanol (147 mL)/H2O (147 mL) was cooled to 0° C. and 1-chloro-3-methyl-2-vinyl-naphthalene (4.46 g, 22.0 mmol) was added. The reaction mixture was stirred for 7 days at 0° C. The mixture was diluted with ethyl acetate, washed with water and brine, dried over Na2SO4, filtered and concentrated and purified by flash column chromatography (silica gel, 0 to 100% ethyl acetate/hexanes) to give (R)-1-(1-chloro-3-methylnaphthalen-2-yl)ethane-1,2-d... Starting materials: C1CCOC1, C=C(C)C(=O)Cl, C[Si](C)(C)[N-][Si](C)(C)C, [Li+], c1ccncc1. Product: C=C(C)C(=O)Nc1ccncc1. RXN SMILES: [CH2:23]1[O:24][CH2:25][CH2:26][CH2:27]1.[CH3:17][C:18]([C:19](=[O:20])[Cl:21])=[CH2:22].[CH3:2][Si:3]([N-:6][Si:4]([CH3:5])([CH3:7])[CH3:8])([CH3:9])[CH3:10].[Li+:1].[cH:11]1[cH:12][cH:13][n:14][cH:15][cH:16]1>>[NH:6]([c:11]1[cH:12][cH:13][n:14][cH:15][cH:16]1)[C:19]([C:18]([CH3:17])=[CH2:22])=[O:20]. Reactants: C(C(=O)Cl)(=O)Cl (oxalyl chloride), C1(CCCCC1)COC1=C(C=C(C(=O)O)C=C1)[N+](=O)[O-] (4-(cyclohexylmethyloxy)-3-nitrobenzoic acid). The reagents and catalysts are CN(C)C=O (DMF). Solvent: C(Cl)Cl (methylene chloride), C(Cl)Cl (methylene chloride). Conditions: time 1 hour. Product: C1(CCCCC1)COC1=C(C=C(C(=O)Cl)C=C1)[N+](=O)[O-] (4-(cyclohexylmethyloxy)-3-nitrobenzoyl chloride). As a reaction SMILES: [CH:1]1([CH2:7][O:8][C:9]2[CH:17]=[CH:16][C:12]([C:13](O)=[O:14])=[CH:11][C:10]=2[N+:18]([O-:20])=[O:19])[CH2:6][CH2:5][CH2:4][CH2:3][CH2:2]1.C(Cl)(=O)C([Cl:24])=O>CN(C=O)C.C(Cl)Cl>[CH:1]1([CH2:7][O:8][C:9]2[CH:17]=[CH:16][C:12]([C:13]([Cl:24])=[O:14])=[CH:11][C:10]=2[N+:18]([O-:20])=[O:19])[CH2:6][CH2:5][CH2:4][CH2:3][CH2:2]1. Reported procedure: To a mixture of 21-3 (0.307 g, 1.1 mmol) and DMF (1 drop) in methylene chloride (3 ml) under nitrogen cooled in an ice-bath was added dropwise a solution of oxalyl chloride (0.113 ml, 1.3 mmol) in methylene chloride (1 ml). The resulting solution was stirred 1 h with ice-bath cooling, 1 h at ambient temperature, then was evaporated at reduced pressure to give crude 4-(cyclohexylmethyloxy)-3-nitrobenzoyl chloride as an oil.